Task: describe an organic reaction: reactants, conditions, products, and yield. Dataset: the Open Reaction Database (ORD), a public repository of structured organic reaction records Reaction SMILES: [B:13]([Br:14])([Br:15])[Br:16].[Cl:1][c:2]1[c:3]([CH:4]=[O:5])[cH:6][cH:7][c:8]([O:11][CH3:12])[c:9]1[Cl:10]>>[Cl:1][c:2]1[c:3]([CH:4]=[O:5])[cH:6][cH:7][c:8]([OH:11])[c:9]1[Cl:10]. The reactants are BrB(Br)Br, COc1ccc(C=O)c(Cl)c1Cl. Product: O=Cc1ccc(O)c(Cl)c1Cl. Reactants: Cl (HCl), [Cl-].[Cl-].[Cl-].[Al+3] (Aluminium trichloride), C1(=CC=CC=C1)C1(CC1)C(=O)OC (methyl 1-phenylcyclopropanecarboxylate), ClCC(=O)Cl (chloroacetyl chloride). Run in ice, C(=S)=S (carbon disulfide). Run at time 2 hour. Yields the product ClCC(=O)C1=CC=C(C=C1)C1(CC1)C(=O)OC (Methyl 1-[4-(chloroacetyl)phenyl]cyclopropanecarboxylate). As a reaction SMILES: [Cl-].[Cl-].[Cl-].[Al+3].[C:5]1([C:11]2([C:14]([O:16][CH3:17])=[O:15])[CH2:13][CH2:12]2)[CH:10]=[CH:9][CH:8]=[CH:7][CH:6]=1.[Cl:18][CH2:19][C:20](Cl)=[O:21].Cl>C(=S)=S>[Cl:18][CH2:19][C:20]([C:8]1[CH:9]=[CH:10][C:5]([C:11]2([C:14]([O:16][CH3:17])=[O:15])[CH2:13][CH2:12]2)=[CH:6][CH:7]=1)=[O:21] |f:0.1.2.3|. Procedure details: Aluminium trichloride (7.9 g, 60.0 mmol) was added in portions to a mixture of methyl 1-phenylcyclopropanecarboxylate (3.5 g, 20.0 mmol) and chloroacetyl chloride (2.0 mL, 26.0 mmol) in carbon disulfide (40.0 mL) at 15-25° C. The reaction mixture was stirred for 2 hours at room temperature. Then the mixture was poured into concentrated HCl (10.0 mL) in ice (100 g). The resulting mixture was extracted with diethyl ether several times. The combined organic phase was washed with brine, then dried a... The reactants are COC(CC=1C=C(C=CC1)C1=CCN(CC1)C(=O)OC(C)(C)C)=O (tert-butyl 4-(3-(2-methoxy-2-oxoethyl)phenyl)-5,6-dihydropyridine-1(2H)-carboxylate). The reagents and catalysts are [Pd] (Pd/C). Run in CO (methanol). Yields the product COC(CC=1C=C(C=CC1)C1CCN(CC1)C(=O)OC(C)(C)C)=O (tert-butyl 4-(3-(2-methoxy-2-oxoethyl)phenyl)piperidine-1-carboxylate). As a reaction SMILES: [CH3:1][O:2][C:3](=[O:24])[CH2:4][C:5]1[CH:6]=[C:7]([C:11]2[CH2:16][CH2:15][N:14]([C:17]([O:19][C:20]([CH3:23])([CH3:22])[CH3:21])=[O:18])[CH2:13][CH:12]=2)[CH:8]=[CH:9][CH:10]=1>CO.[Pd]>[CH3:1][O:2][C:3](=[O:24])[CH2:4][C:5]1[CH:6]=[C:7]([CH:11]2[CH2:12][CH2:13][N:14]([C:17]([O:19][C:20]([CH3:22])([CH3:21])[CH3:23])=[O:18])[CH2:15][CH2:16]2)[CH:8]=[CH:9][CH:10]=1. Reported procedure: The solution of tert-butyl 4-(3-(2-methoxy-2-oxoethyl)phenyl)-5,6-dihydropyridine-1(2H)-carboxylate (330 mg, 1.0 mmol) and Pd/C (30 mg) in methanol (10 mL) was stirred under H2 at room temperature for 12 h. Then, the reaction mixture was filtered and evaporated under reduced pressure to get desired product for the next step without further purification. LC-MS: m/z (M+H)=334.4 As a reaction SMILES: [CH3:17][S:18](=[O:19])(=[O:20])[Cl:21].[Cl:22][CH2:23][Cl:24].[F:1][C:2]([c:3]1[cH:4][cH:5][c:6]([N:9]2[CH2:10][CH2:11][NH:12][CH2:13][CH2:14]2)[n:7][cH:8]1)([F:15])[F:16].[OH2:25]>>[F:1][C:2]([c:3]1[cH:4][cH:5][c:6]([N:9]2[CH2:10][CH2:11][N:12]([S:18]([CH3:17])(=[O:19])=[O:20])[CH2:13][CH2:14]2)[n:7][cH:8]1)([F:15])[F:16]. The product is CS(=O)(=O)N1CCN(c2ccc(C(F)(F)F)cn2)CC1. Starting materials: CS(=O)(=O)Cl, ClCCl, FC(F)(F)c1ccc(N2CCNCC2)nc1, O. Reactants: [OH-].[Na+] (sodium hydroxide), NC1=NC=C(C=C1N)Br (2,3-diamino-5-bromopyridine), COC1=CC=C(C=C1)CC(=O)Cl (4-methoxyphenylacetyl chloride), C(C)(=O)OCC.O1CCCC1 (ethyl acetate tetrahydrofuran). Solvent: O (water), O (water). Conditions: temperature 170 celsius, time 1.5 hour. Product: BrC=1C=C2C(=NC1)N=C(N2)CC2=CC=C(C=C2)OC (6-bromo-2-(4-methoxybenzyl)-1H-imidazo[4,5-b]pyridine). The yield is 54.9%. Reaction SMILES: [NH2:1][C:2]1[C:7]([NH2:8])=[CH:6][C:5]([Br:9])=[CH:4][N:3]=1.[CH3:10][O:11][C:12]1[CH:17]=[CH:16][C:15]([CH2:18][C:19](Cl)=O)=[CH:14][CH:13]=1.C(OCC)(=O)C.O1CCCC1.[OH-].[Na+]>O>[Br:9][C:5]1[CH:6]=[C:7]2[NH:8][C:19]([CH2:18][C:15]3[CH:16]=[CH:17][C:12]([O:11][CH3:10])=[CH:13][CH:14]=3)=[N:1][C:2]2=[N:3][CH:4]=1 |f:2.3,4.5|. Procedure: A mixture of 2,3-diamino-5-bromopyridine (Compound of Reference Example 1) (1.32 g) and 4-methoxyphenylacetyl chloride (1.29 g) was stirred in the absence of solvent at 170° C. for 1.5 hour. The mixture was distributed with ethyl acetate-tetrahydrofuran (3:1, v/v) and water (at that time, the water layer was neutralized with 1 N sodium hydroxide). The organic layer was washed with water, dried over MgSO4, and the solvent was distilled off under reduced pressure. The resulting crystals were colle...